From a dataset of the Open Reaction Database (ORD), a public repository of structured organic reaction records. describe an organic reaction: reactants, conditions, products, and yield Starting materials: O=C1CCN(CC1)C1=CC=C(C=C1)NS(=O)(=O)C1=CC=C(C=C1)NC(C)=O (N-{4-[4-(4-Oxo-piperidine-1-yl)-phenylsulfamoyl]-phenyl}-acetamide), C(C1=CC=CC=C1)OC1=C(C=C(C=C1)C(CN(CC1=CC=CC=C1)CC1=CC=CC=C1)O)NS(=O)(=O)C (N-[2-Benzyloxy-5-(2-dibenzylamino-1-hydroxy-ethyl)-phenyl]-methanesulfonamide). Yields the product OC(CNC1CCN(CC1)C1=CC=C(NS(=O)(=O)C2=CC=C(C=C2)NC(C)=O)C=C1)C1=CC(=C(C=C1)O)NS(=O)(=O)C (N-{4-[(4-{4-[(2-Hydroxy-2-{4-hydroxy-3-[(methylsulfonyl)amino]phenyl}ethyl)amino]-1-piperidineyl}anilino)sulfonyl]phenyl}acetamide). Reaction SMILES: O=[C:2]1[CH2:7][CH2:6][N:5]([C:8]2[CH:13]=[CH:12][C:11]([NH:14][S:15]([C:18]3[CH:23]=[CH:22][C:21]([NH:24][C:25](=[O:27])[CH3:26])=[CH:20][CH:19]=3)(=[O:17])=[O:16])=[CH:10][CH:9]=2)[CH2:4][CH2:3]1.C([O:35][C:36]1[CH:41]=[CH:40][C:39]([CH:42]([OH:59])[CH2:43][N:44](CC2C=CC=CC=2)CC2C=CC=CC=2)=[CH:38][C:37]=1[NH:60][S:61]([CH3:64])(=[O:63])=[O:62])C1C=CC=CC=1>>[OH:59][CH:42]([C:39]1[CH:40]=[CH:41][C:36]([OH:35])=[C:37]([NH:60][S:61]([CH3:64])(=[O:63])=[O:62])[CH:38]=1)[CH2:43][NH:44][CH:2]1[CH2:7][CH2:6][N:5]([C:8]2[CH:9]=[CH:10][C:11]([NH:14][S:15]([C:18]3[CH:23]=[CH:22][C:21]([NH:24][C:25](=[O:27])[CH3:26])=[CH:20][CH:19]=3)(=[O:16])=[O:17])=[CH:12][CH:13]=2)[CH2:4][CH2:3]1. Procedure: The title compound was prepared from N-{4-[4-(4-oxo-piperidine-1-yl)-phenylsulfamoyl]-phenyl}-acetamide (which was obtained in Example 216) and N-[2-benzyloxy-5-(2-dibenzylamino-1-hydroxy-ethyl)-phenyl]-methanesulfonamide (which was obtained in Example 7) according to the procedure of Example 255 as a yellowish solid; 1H NMR (300 MHz, DMSO-d6) δ 1.35-1.60 (m, 2H), 1.90-2.10 (m, 2H), 2.06 (s, 3H), 2.50-3.00 (m, 5H), 3.16 (s, 3H), 3.55-3.70 (m, 2H), 4.65-4.80 (m, 1H), 6.00 (brs, 1H), 6.70-7.25 (m,... Starting materials: BrC1=NC=CC(=C1)C(CC)=O (1-(2-bromo-pyridin-4-yl)-propan-1-one), CS(=O)(=O)C (methyl sulfone). Yields the product CS(=O)(=O)C1=NC=CC(=C1)C(CC)=O (1-(2-methanesulfonyl-pyridin-4-yl)-propan-1-one). Reaction SMILES: Br[C:2]1[CH:7]=[C:6]([C:8](=[O:11])[CH2:9][CH3:10])[CH:5]=[CH:4][N:3]=1.[CH3:12][S:13](C)(=[O:15])=[O:14]>>[CH3:12][S:13]([C:2]1[CH:7]=[C:6]([C:8](=[O:11])[CH2:9][CH3:10])[CH:5]=[CH:4][N:3]=1)(=[O:15])=[O:14]. Procedure: Alternatively, (1-(2-bromo-pyridin-4-yl)-propan-1-one could be converted to the corresponding methyl sulfone via the above procedure to afford 1-(2-methanesulfonyl-pyridin-4-yl)-propan-1-one. 1-(2-Methanesulfonyl-pyridin-4-yl)-propan-1-one can be converted to the title compound by methods described in example 82. The reactants are P(=O)(Cl)(Cl)Cl (phosphorus oxychloride), C[Si](C)(C)CC(=O)N (Trimethylsilylacetamide), CC(=O)OCC1=C(N2[C@@H]([C@@H](C2=O)N)SC1)C(=O)O (7-aminocephalosporanic acid), Solution A, C[N+](=CCl)C.[Cl-] (Vilsmeier reagent), Solution A. The solvent is C(C)(=O)OCC (ethyl acetate), CN(C=O)C (N,N-dimethylformamide), C(C)(=O)OCC (ethyl acetate), O (Water), O1CCCC1 (tetrahydrofuran), O1CCCC1 (tetrahydrofuran). Run at time 30 minute. Yields the product C[N+](=CCl)C.[Cl-] (Vilsmeier reagent), CC(=O)OCC1=C(N2[C@@H](CC2=O)SC1)C(=O)O (cephalosporanic acid). Reaction SMILES: P(Cl)(Cl)([Cl:3])=O.[CH3:6][N+:7]([CH3:10])=[CH:8][Cl:9].[Cl-].C[Si](CC(N)=O)(C)C.[CH3:20][C:21]([O:23][CH2:24][C:25]1[CH2:34][S:33][C@@H:28]2[C@H:29](N)[C:30](=[O:31])[N:27]2[C:26]=1[C:35]([OH:37])=[O:36])=[O:22]>C(OCC)(=O)C.O1CCCC1.O.CN(C)C=O>[CH3:6][N+:7]([CH3:10])=[CH:8][Cl:9].[Cl-:3].[CH3:20][C:21]([O:23][CH2:24][C:25]1[CH2:34][S:33][C@@H:28]2[CH2:29][C:30](=[O:31])[N:27]2[C:26]=1[C:35]([OH:37])=[O:36])=[O:22] |f:1.2,9.10|. Procedure details: Vilsmeier reagent was prepared from phosphorus oxychloride (1.1 g) and N,N-dimethylformamide (0.5 g) in ethyl acetate (2.0 ml) in a conventional manner. 2-[2-(2,2,2-Trifluoroacetamido)-5-chlorothiazol-4-yl]-2-propargloxyiminoacetic acid (syn isomer, 2.2 g) was added to the stirred suspension of Vilsmeier reagent in tetrahydrofuran (22 ml) under ice cooling and stirred for 20 minutes at same temperature [Solution A]. Trimethylsilylacetamide (5.1 g) was added to the stirred suspension of 7-aminoce... The reactants are [Cl-].C(C)(C)(C)C=1C=C(C[N+]2=CC=CC=C2)C=C(C1O)C(C)(C)C (3,5-di-t-butyl-4-hydroxy -benzylpyridinium chloride), [OH-].[Na+] (sodium hydroxide), C(C)O (ethanol), N(=O)C1=CC=CC=C1 (nitrosobenzene). Solvent: O (water). Run at time 3 hour. The product is C(C)(C)(C)C=1C=C(C=C(C1O)C(C)(C)C)C1(CC=CC=C1)[N+](=C)[O-] (1-(3,5-di-t-butyl-4-hydroxyphenyl)-N-phenyl-nitrone). Isolated yield 79.2%. As a reaction SMILES: [Cl-].[C:2]([C:6]1[CH:7]=[C:8]([CH:16]=[C:17]([C:20]([CH3:23])([CH3:22])[CH3:21])[C:18]=1[OH:19])[CH2:9][N+:10]1C=CC=C[CH:11]=1)([CH3:5])([CH3:4])[CH3:3].C([OH:26])C.N([C:29]1[CH:34]=[CH:33]C=[CH:31][CH:30]=1)=O.[OH-].[Na+]>O>[C:2]([C:6]1[CH:7]=[C:8]([C:9]2([N+:10]([O-:26])=[CH2:11])[CH:31]=[CH:30][CH:29]=[CH:34][CH2:33]2)[CH:16]=[C:17]([C:20]([CH3:22])([CH3:21])[CH3:23])[C:18]=1[OH:19])([CH3:4])([CH3:5])[CH3:3] |f:0.1,4.5|. Reported procedure: To a clean dry 250 ml. round bottom 3-neck flask equipped with a magnetic stirrer, thermometer and addition funnel was added 6.69 g. (0.02 mole) of 3,5-di-t-butyl-4-hydroxy -benzylpyridinium chloride in 100 ml. of ethanol and 2.36 g. (0.022 mole) of nitrosobenzene. The clear solution was cooled to 0° to 5° C. and sodium hydroxide (2.45 g.; 0.06 mole) in 60 ml. of water was added dropwise in 40 minutes. The reaction mixture was stirred an additional 3 hours at ambient temperature and then diluted... The reactants are [N-]=C=O (isocyanate), CC(=O)OI1(C=2C=CC=CC2C(=O)O1)(OC(=O)C)OC(=O)C (Dess-Martin periodinane), C(=O)(O)[O-].[Na+] (NaHCO3), S(=S)(=O)([O-])[O-].[Na+].[Na+] (sodium thiosulfate). The solvent is C(Cl)Cl (CH2Cl2), CCOC(=O)C (EtOAc). Conditions: time 2 hour. Yields the product C1(=CC=CC=C1)C1(CCCCC1)C=O (1-phenyl-cyclohexanecarbaldehyde). Yield: 150.3%. Reaction SMILES: [N-]=[C:2]=[O:3].CC(OI1(OC(C)=O)(OC(C)=O)O[C:15](=O)[C:14]2[CH:13]=[CH:12][CH:11]=[CH:10][C:9]1=2)=O.S([O-])([O-])(=O)=S.[Na+].[Na+].C([O-])(O)=O.[Na+]>C(Cl)Cl.CCOC(C)=O>[C:15]1([C:14]2([CH:2]=[O:3])[CH2:9][CH2:10][CH2:11][CH2:12][CH2:13]2)[CH:11]=[CH:10][CH:9]=[CH:14][CH:13]=1 |f:2.3.4,5.6|. Procedure details: To compound 2 (5.0 g, 26.3 mmol) in CH2Cl2 (50 mL) was added 13.4 g (31.6 mmol) of Dess-Martin periodinane. After 2 h, sodium thiosulfate (58 g) followed by sat. NaHCO3 (200 mL) was added. After stirring for 1 h, the reaction mixture was diluted with EtOAc then washed with H2O, brine and dried over anhydrous sodium sulfate. Purification by flash chromatography (3:1, hexane-EtOAc) gave 1-phenyl-cyclohexanecarbaldehyde (4.47 g, 90%) as a colorless oil. Mass Spec [M+H]+=189.1. As a reaction SMILES: [Br-].[CH2:2]([N+:13]1([CH3:19])[CH2:18][CH2:17][CH2:16][CH2:15][CH2:14]1)[CH2:3][CH2:4][CH2:5][N+:6]1([CH3:12])[CH2:11][CH2:10][CH2:9][CH2:8][CH2:7]1.[Br-].[OH-:21]>>[OH-:21].[CH2:5]([N+:6]1([CH3:12])[CH2:7][CH2:8][CH2:9][CH2:10][CH2:11]1)[CH2:4][CH2:3][CH2:2][N+:13]1([CH3:19])[CH2:14][CH2:15][CH2:16][CH2:17][CH2:18]1.[OH-:21] |f:0.1.2,4.5.6|. Starting materials: [Br-].C(CCC[N+]1(CCCCC1)C)[N+]1(CCCCC1)C.[Br-] (1,1′-(butane-1,4-diyl)bis(1-methylpiperidin-1-ium) bromide), [OH-] (hydroxide), LCNG(OH). The product is [OH-].C(CCC[N+]1(CCCCC1)C)[N+]1(CCCCC1)C.[OH-] (1,1′-(butane-1,4-diyl)bis(1-methylpiperidin-1-ium) hydroxide). Procedure details: 1,1′-(butane-1,4-diyl)bis(1-methylpiperidin-1-ium) bromide was subsequently converted to a hydroxide solution by column ion-exchange using an excess of MTO-DOWEX SBR LCNG(OH) resin. Distilled water was eluted through the column until the pH was less than 11 and the resulting solution concentrated to the desired concentration, typically ˜20 wt %. The concentration was confirmed by acid-base titration and by 1H NMR. The product is Cc1c(N)ccc2c1ncn2C(=O)OC(C)(C)C. As a reaction SMILES: [C:1]([CH3:2])([CH3:3])([CH3:4])[O:5][C:6](=[O:7])[n:8]1[cH:9][n:10][c:11]2[c:12]1[cH:13][cH:14][c:15]([N+:18]([O-:19])=[O:20])[c:16]2[CH3:17].[CH2:27]([O:28][C:29](=[O:30])[CH3:31])[CH3:32].[CH3:25][OH:26].[CH:21]([O-:22])=[O:23].[NH4+:24]>>[C:1]([CH3:2])([CH3:3])([CH3:4])[O:5][C:6](=[O:7])[n:8]1[cH:9][n:10][c:11]2[c:12]1[cH:13][cH:14][c:15]([NH2:18])[c:16]2[CH3:17]. The reactants are Cc1c([N+](=O)[O-])ccc2c1ncn2C(=O)OC(C)(C)C, CCOC(C)=O, CO, O=C[O-], [NH4+]. Starting materials: Cn1ncc(Br)c1-c1cc(N)ccc1OCCN1CCCCC1, CCN(C(C)C)C(C)C, CC(C)O, Clc1nc2ccccc2o1. Yields the product Cn1ncc(Br)c1-c1cc(Nc2nc3ccccc3o2)ccc1OCCN1CCCCC1. As a reaction SMILES: [Br:1][c:2]1[c:3](-[c:8]2[cH:9][c:10]([NH2:23])[cH:11][cH:12][c:13]2[O:14][CH2:15][CH2:16][N:17]2[CH2:18][CH2:19][CH2:20][CH2:21][CH2:22]2)[n:4]([CH3:7])[n:5][cH:6]1.[CH:34]([N:35]([CH2:36][CH3:37])[CH:38]([CH3:39])[CH3:40])([CH3:41])[CH3:42].[CH:43]([OH:44])([CH3:45])[CH3:46].[Cl:24][c:25]1[o:26][c:27]2[c:28]([n:29]1)[cH:30][cH:31][cH:32][cH:33]2>>[Br:1][c:2]1[c:3](-[c:8]2[cH:9][c:10]([NH:23][c:25]3[o:26][c:27]4[c:28]([n:29]3)[cH:30][cH:31][cH:32][cH:33]4)[cH:11][cH:12][c:13]2[O:14][CH2:15][CH2:16][N:17]2[CH2:18][CH2:19][CH2:20][CH2:21][CH2:22]2)[n:4]([CH3:7])[n:5][cH:6]1. Reactants: O=C1NC2=CC=C(C=C2C1=O)CC(=O)O ((2,3-dioxo-2,3-dihydro-1H-indol-5-yl)acetic acid), O.C1(=CC=C(C=C1)S(=O)(=O)O)C (toluene-4-sulfonic acid monohydrate). The solvent is C(C)O (ethanol). Run at temperature 80 celsius, time 12 hour. Yields the product O=C1NC2=CC=C(C=C2C1=O)CC(=O)OCC (ethyl 2-(2,3-dioxoindolin-5-yl)acetate). The yield is 1114.7%. Reaction SMILES: [O:1]=[C:2]1[C:10](=[O:11])[C:9]2[C:4](=[CH:5][CH:6]=[C:7]([CH2:12][C:13]([OH:15])=[O:14])[CH:8]=2)[NH:3]1.O.[C:17]1(C)C=CC(S(O)(=O)=O)=C[CH:18]=1>C(O)C>[O:1]=[C:2]1[C:10](=[O:11])[C:9]2[C:4](=[CH:5][CH:6]=[C:7]([CH2:12][C:13]([O:15][CH2:17][CH3:18])=[O:14])[CH:8]=2)[NH:3]1 |f:1.2|. Procedure: 4 g of (2,3-dioxo-2,3-dihydro-1H-indol-5-yl)acetic acid are dissolved in 100 ml of ethanol, and 300 mg of toluene-4-sulfonic acid monohydrate are added. The mixture is heated at 80° C. for 1 h, and the solvent is subsequently removed in vacuo. The residue is taken up in 100 ml of water and 100 ml of ethyl acetate and stirred at 60° C. for a further 12 h. The mixture is neutralised using sodium hydrogencarbonate, and the organic phase is separated off. The aqueous phase is washed a further twice ... The reactants are ClC1=NN=C(C2=CC=CC=C12)Cl (1,4-Dichlorophthalazine), O.NN (hydrazine monohydrate). Solvent: C(C)O (ethanol). Yields the product Cl.ClC1=NN=C(C2=CC=CC=C12)NN (1-Chloro-4-hydrazinophthalazine hydrochloride). As a reaction SMILES: [Cl:1][C:2]1[C:11]2[C:6](=[CH:7][CH:8]=[CH:9][CH:10]=2)[C:5](Cl)=[N:4][N:3]=1.O.[NH2:14][NH2:15]>C(O)C>[ClH:1].[Cl:1][C:2]1[C:11]2[C:6](=[CH:7][CH:8]=[CH:9][CH:10]=2)[C:5]([NH:14][NH2:15])=[N:4][N:3]=1 |f:1.2,4.5|. Reported procedure: 1,4-Dichlorophthalazine (20.0 g, 0.100 mol) was added to a boiling solution of hydrazine monohydrate (37.3 ml, 0.765 mol) in ethanol (500 ml) and the mixture heated at reflux for 0.5 h. The mixture was cooled to room temperature and the solid collected by filtration. The material was washed with ether, azeotroped with ethanol and dried in vacuo to afford the title-compound. 1H NMR (250 MHz, d6-DMSO) δ 7.72-8.35 (4H, m, 4 of Ar—H).